Dataset: the Open Reaction Database (ORD), a public repository of structured organic reaction records. Task: describe an organic reaction: reactants, conditions, products, and yield Reactants: CCN=C=NCCCN(C)C, CN(C)S(N)(=O)=O, CN(C)c1ccncc1, O=C(O)c1ccc2c(C3CCCCC3)c3n(c2c1)CC(O)Cc1ccccc1-3, ClCCl, Cl, CN(C)C=O. Yields the product CN(C)S(=O)(=O)NC(=O)c1ccc2c(C3CCCCC3)c3n(c2c1)CC(O)Cc1ccccc1-3. As a reaction SMILES: [CH3:2][N:3]([CH3:4])[CH2:5][CH2:6][CH2:7][N:8]=[C:9]=[N:10][CH2:11][CH3:12].[CH3:41][N:42]([S:43](=[O:44])(=[O:45])[NH2:46])[CH3:47].[CH3:48][N:49]([c:50]1[cH:51][cH:52][n:53][cH:54][cH:55]1)[CH3:56].[CH:13]1([c:19]2[c:20]3[cH:21][cH:22][c:23]([C:38](=[O:39])[OH:40])[cH:24][c:25]3[n:26]3[c:27]2-[c:28]2[c:29]([cH:34][cH:35][cH:36][cH:37]2)[CH2:30][CH:31]([OH:33])[CH2:32]3)[CH2:14][CH2:15][CH2:16][CH2:17][CH2:18]1.[Cl:62][CH2:63][Cl:64].[ClH:1].[O:57]=[CH:58][N:59]([CH3:60])[CH3:61]>>[CH:13]1([c:19]2[c:20]3[cH:21][cH:22][c:23]([C:38](=[O:39])[NH:46][S:43]([N:42]([CH3:41])[CH3:47])(=[O:44])=[O:45])[cH:24][c:25]3[n:26]3[c:27]2-[c:28]2[c:29]([cH:34][cH:35][cH:36][cH:37]2)[CH2:30][CH:31]([OH:33])[CH2:32]3)[CH2:14][CH2:15][CH2:16][CH2:17][CH2:18]1. The reactants are FC(F)(Br)C(F)(F)Br, Oc1cc(F)cc(Br)c1, O=C([O-])[O-], CS(C)=O, CCCCCC, [Cs+], [Cs+], O. Yields the product Fc1cc(Br)cc(OC(F)(F)C(F)(F)Br)c1. Reaction SMILES: [Br:10][C:11]([C:12]([Br:13])([F:14])[F:15])([F:16])[F:17].[Br:1][c:2]1[cH:3][c:4]([OH:9])[cH:5][c:6]([F:8])[cH:7]1.[C:22](=[O:23])([O-:24])[O-:25].[CH3:18][S:19]([CH3:20])=[O:21].[CH3:28][CH2:29][CH2:30][CH2:31][CH2:32][CH3:33].[Cs+:26].[Cs+:27].[OH2:34]>>[Br:1][c:2]1[cH:3][c:4]([O:9][C:11]([C:12]([Br:13])([F:14])[F:15])([F:16])[F:17])[cH:5][c:6]([F:8])[cH:7]1. Starting materials: CN1CC2=C(N(C=3C=CC(=CC23)C)CC(=O)OCC)CC1 (Ethyl 2-(1,2,3,4-tetrahydro-2,8-dimethylpyrido[4,3-b]indol-5-yl)acetate), N (ammonia). Reaction conditions: time 15 minute. Yields the product CN1CC2=C(N(C=3C=CC(=CC23)C)CC(=O)N)CC1 (2-(1,2,3,4-tetrahydro-2,8-dimethylpyrido[4,3-b]indol-5-yl)acetamide). Reaction SMILES: [CH3:1][N:2]1[CH2:21][CH2:20][C:5]2[N:6]([CH2:14][C:15]([O:17]CC)=O)[C:7]3[CH:8]=[CH:9][C:10]([CH3:13])=[CH:11][C:12]=3[C:4]=2[CH2:3]1.[NH3:22]>>[CH3:1][N:2]1[CH2:21][CH2:20][C:5]2[N:6]([CH2:14][C:15]([NH2:22])=[O:17])[C:7]3[CH:8]=[CH:9][C:10]([CH3:13])=[CH:11][C:12]=3[C:4]=2[CH2:3]1. Reported procedure: Ethyl 2-(1,2,3,4-tetrahydro-2,8-dimethylpyrido[4,3-b]indol-5-yl)acetate (0.5 g, 1.75 mmol) was taken in 4 ml aqueous ammonia and microwaved at 120° C. for 5 min using Initiator (Biotage Microwave). The solid product precipitated out after the reaction was filtered through Buchner funnel and washed with 10% sodium bicarbonate (10 ml×2) followed by demineralised water (10 ml×2) wash. Product was vacuum dried and was taken in 5 ml ethanolic HCl, stirred for 15 minutes, concentrated in vacuo to affo... The reactants are 26C, ClCC=1C(=NC(=NC1)C1=CC=C(C=C1)C(F)(F)F)C1CC1 (5-chloromethyl-4-cyclopropyl-2-(4-trifluoromethyl-phenyl)-pyrimidine), 26E, C(C)OC(C(C)(OC1=CC(=CC=C1)NC)C)=O (2-methyl-2-(3-methylamino-phenoxy)-propionic acid ethyl ester), C1(CC1)C1=NC(=NC=C1CC(=O)O)C1=CC=C(C=C1)C(F)(F)F ([4-cyclopropyl-2-(4-trifluoromethyl-phenyl)-pyrimidin-5-yl]-acetic acid). Procedure details: In analogy to the procedures described in example 26B] and 26C], 2-methyl-2-(3-methylamino-phenoxy)-propionic acid ethyl ester (example 26 A]) was reacted with [4-cyclopropyl-2-(4-trifluoromethyl-phenyl)-pyrimidin-5-yl]-acetic acid (prepared from 5-chloromethyl-4-cyclopropyl-2-(4-trifluoromethyl-phenyl)-pyrimidine (example 27F]) in analogy to the sequences described in examples 26D] and 26E]) to give 2-[3-({2-[4-cyclopropyl-2-(4-trifluoromethyl-phenyl)-pyrimidin-5-yl]-acetyl}-methyl-amino)-pheno... Yields the product C(C)OC(C(C)(C)OC1=CC(=CC=C1)N(C)C(CC=1C(=NC(=NC1)C1=CC=C(C=C1)C(F)(F)F)C1CC1)=O)=O (2-[3-({2-[4-cyclopropyl-2-(4-trifluoromethyl-phenyl)-pyrimidin-5-yl]-acetyl}-methyl-amino)-phenoxy]-2-methyl-propionic acid ethyl ester). RXN SMILES: [CH2:1]([O:3][C:4](=[O:17])[C:5]([CH3:16])([O:7][C:8]1[CH:13]=[CH:12][CH:11]=[C:10]([NH:14][CH3:15])[CH:9]=1)[CH3:6])[CH3:2].[CH:18]1([C:21]2[C:26]([CH2:27][C:28](O)=[O:29])=[CH:25][N:24]=[C:23]([C:31]3[CH:36]=[CH:35][C:34]([C:37]([F:40])([F:39])[F:38])=[CH:33][CH:32]=3)[N:22]=2)[CH2:20][CH2:19]1.ClCC1C(C2CC2)=NC(C2C=CC(C(F)(F)F)=CC=2)=NC=1>>[CH2:1]([O:3][C:4](=[O:17])[C:5]([O:7][C:8]1[CH:13]=[CH:12][CH:11]=[C:10]([N:14]([C:28](=[O:29])[CH2:27][C:26]2[C:21]([CH:18]3[CH2:19][CH2:20]3)=[N:22][C:23]([C:31]3[CH:32]=[CH:33][C:34]([C:37]([F:40])([F:39])[F:38])=[CH:35][CH:36]=3)=[N:24][CH:25]=2)[CH3:15])[CH:9]=1)([CH3:16])[CH3:6])[CH3:2].